describe an organic reaction: reactants, conditions, products, and yield From a dataset of the Open Reaction Database (ORD), a public repository of structured organic reaction records. Starting materials: [BH3-]C#N, CN1CCCC1=O, CC(=O)O, O=Cc1ccccc1, C[Si](C)(C)Cl, CC(=O)Nc1nc(C)c(-c2cnc(Cl)c(N)c2)s1, [Na+]. Yields the product CC(=O)Nc1nc(C)c(-c2cnc(Cl)c(NCc3ccccc3)c2)s1. Reaction SMILES: [C:27]([BH3-:28])#[N:29].[CH3:36][N:37]1[CH2:38][CH2:39][CH2:40][C:41]1=[O:42].[CH3:43][C:44](=[O:45])[OH:46].[CH:19](=[O:20])[c:21]1[cH:22][cH:23][cH:24][cH:25][cH:26]1.[Cl:31][Si:32]([CH3:33])([CH3:34])[CH3:35].[NH2:1][c:2]1[cH:3][c:4](-[c:9]2[c:10]([CH3:18])[n:11][c:12]([NH:14][C:15]([CH3:16])=[O:17])[s:13]2)[cH:5][n:6][c:7]1[Cl:8].[Na+:30]>>[NH:1]([c:2]1[cH:3][c:4](-[c:9]2[c:10]([CH3:18])[n:11][c:12]([NH:14][C:15]([CH3:16])=[O:17])[s:13]2)[cH:5][n:6][c:7]1[Cl:8])[CH2:19][c:21]1[cH:22][cH:23][cH:24][cH:25][cH:26]1. Starting materials: COCOc1cccnc1C1(C#N)CCN(C(=O)OC(C)(C)C)CC1, O=C(Cl)c1ccc(Cl)cc1Cl. The product is COCOc1cccnc1C1(CNC(=O)c2ccc(Cl)cc2Cl)CCN(C(=O)OC(C)(C)C)CC1. As a reaction SMILES: [C:1](#[N:2])[C:3]1([c:16]2[n:17][cH:18][cH:19][cH:20][c:21]2[O:22][CH2:23][O:24][CH3:25])[CH2:4][CH2:5][N:6]([C:9](=[O:10])[O:11][C:12]([CH3:13])([CH3:14])[CH3:15])[CH2:7][CH2:8]1.[Cl:26][c:27]1[c:28]([C:29](=[O:30])[Cl:31])[cH:32][cH:33][c:34]([Cl:36])[cH:35]1>>[CH2:1]([NH:2][C:29]([c:28]1[c:27]([Cl:26])[cH:35][c:34]([Cl:36])[cH:33][cH:32]1)=[O:30])[C:3]1([c:16]2[n:17][cH:18][cH:19][cH:20][c:21]2[O:22][CH2:23][O:24][CH3:25])[CH2:4][CH2:5][N:6]([C:9](=[O:10])[O:11][C:12]([CH3:13])([CH3:14])[CH3:15])[CH2:7][CH2:8]1. The product is c1ccc(Oc2nsnc2-c2ccccc2)cc1. RXN SMILES: [C:13](=[O:14])([O-:15])[O-:16].[CH3:27][N:28]([CH3:29])[CH:30]=[O:31].[Cl:1][c:2]1[n:3][s:4][n:5][c:6]1-[c:7]1[cH:8][cH:9][cH:10][cH:11][cH:12]1.[K+:17].[K+:18].[OH2:26].[OH:19][c:20]1[cH:21][cH:22][cH:23][cH:24][cH:25]1>>[c:2]1([O:19][c:20]2[cH:21][cH:22][cH:23][cH:24][cH:25]2)[n:3][s:4][n:5][c:6]1-[c:7]1[cH:8][cH:9][cH:10][cH:11][cH:12]1. Starting materials: O=C([O-])[O-], CN(C)C=O, Clc1nsnc1-c1ccccc1, [K+], [K+], O, Oc1ccccc1. Reactants: C(=O)([O-])[O-].[K+].[K+] (K2CO3), ClC=1N=NC(=CC1)C=1C=NN(C1)C (3-chloro-6-(1-methyl-1H-pyrazol-4-yl)-pyridazine), FC(C(=O)NN)(C=1C=C2C=CC=NC2=CC1)F (difluoro-quinolin-6-yl-acetic acid hydrazide), CCOC(=O)C (AcOEt). Solvent: C(CCC)O (n-butanol). Conditions: temperature 130 celsius. Yields the product FC(C=1C=C2C=CC=NC2=CC1)(C1=NN=C2N1N=C(C=C2)C=2C=NN(C2)C)F (6-(Difluoro-[6-(1methyl-1H-pyrazol-4-yl)-[1,2,4]triazolo[4,3-b]pyridazin-3-yl]-methyl)-quinoline). Isolated yield 61.8%. Reaction SMILES: Cl[C:2]1[N:3]=[N:4][C:5]([C:8]2[CH:9]=[N:10][N:11]([CH3:13])[CH:12]=2)=[CH:6][CH:7]=1.[F:14][C:15]([F:30])([C:20]1[CH:21]=[C:22]2[C:27](=[CH:28][CH:29]=1)[N:26]=[CH:25][CH:24]=[CH:23]2)[C:16]([NH:18][NH2:19])=O.CCOC(C)=O.C([O-])([O-])=O.[K+].[K+]>C(O)CCC>[F:30][C:15]([F:14])([C:16]1[N:3]2[N:4]=[C:5]([C:8]3[CH:9]=[N:10][N:11]([CH3:13])[CH:12]=3)[CH:6]=[CH:7][C:2]2=[N:19][N:18]=1)[C:20]1[CH:21]=[C:22]2[C:27](=[CH:28][CH:29]=1)[N:26]=[CH:25][CH:24]=[CH:23]2 |f:3.4.5|. Procedure: A mixture of 3-chloro-6-(1-methyl-1H-pyrazol-4-yl)-pyridazine (step d) (4.57 g, 23.6 mmol) and difluoro-quinolin-6-yl-acetic acid hydrazide (step c) (5.60 g, 23.6 mmol) in n-butanol (125 mL) was heated to 130° C. overnight. The mixture was cooled to room temperature, followed by aqueous work up using AcOEt and a solution of K2CO3. The organic layer was dried (MgSO4) and concentrated in vacuo. The residue was purified by flash column chromatography (first chromatography: CH2Cl2 100% and CH2Cl2/Me... Starting materials: CO/N=C(/C1=CSC(=N1)N)\C(=O)N[C@H]2[C@@H]3N(C2=O)C(=C(CS3)CSC(=O)C4=CC=CO4)C(=O)O.Cl (Ceftiofur hydrochloride), O (water). The solvent is O1CCCC1 (tetrahydrofuran), O1CCCC1 (tetrahydrofuran). Conditions: time 45 minute. The product is CO/N=C(/C1=CSC(=N1)N)\C(=O)N[C@H]2[C@@H]3N(C2=O)C(=C(CS3)CSC(=O)C4=CC=CO4)C(=O)O (ceftiofur). Yield: 84.4%. Reaction SMILES: [CH3:1][O:2]/[N:3]=[C:4](\[C:11]([NH:13][C@@H:14]1[C:17](=[O:18])[N:16]2[C:19]([C:32]([OH:34])=[O:33])=[C:20]([CH2:23][S:24][C:25]([C:27]3[O:31][CH:30]=[CH:29][CH:28]=3)=[O:26])[CH2:21][S:22][C@H:15]12)=[O:12])/[C:5]1[N:9]=[C:8]([NH2:10])[S:7][CH:6]=1.Cl.O>O1CCCC1>[CH3:1][O:2]/[N:3]=[C:4](\[C:11]([NH:13][C@@H:14]1[C:17](=[O:18])[N:16]2[C:19]([C:32]([OH:34])=[O:33])=[C:20]([CH2:23][S:24][C:25]([C:27]3[O:31][CH:30]=[CH:29][CH:28]=3)=[O:26])[CH2:21][S:22][C@H:15]12)=[O:12])/[C:5]1[N:9]=[C:8]([NH2:10])[S:7][CH:6]=1 |f:0.1|. Procedure details: Ceftiofur hydrochloride (17.1 g) is slurried for at least one hour at room temperature with 70 ml of tetrahydrofuran and 5.1 ml of water. To this slurry are added 8.6 g of PVP resin followed by 60 ml of tetrahydrofuran. After stirring for 45 minutes this slurry is filtered. The PVP resin is washed with two 31 ml portions of tetrahydrofuran. The filtrate is then added slowly over a period of about one hour to 515 ml of water at 45°-55° C. This slurry is stirred at 45°-55° C. for 30 minutes and fi... Starting materials: OC(C(=O)C1=CC=C(C=C1)CC)C1=CC=C(C=C1)CC (2-hydroxy-1,2-di-(4-ethylphenyl)ethanone), CN1CCOCC1 (NMM), BrCC(=O)Cl (bromoacetyl chloride), OC(C(=O)C1=CC=C(C=C1)CC)C1=CC=C(C=C1)CC (2-hydroxy-1,2-di-(4-ethylphenyl)ethanone), CN1CCOCC1 (N-methylmorpholine). Solvent: ClCCl (dichloromethane), ClCCl (dichloromethane). Conditions: time 1 hour. Yields the product BrCC(=O)OC(C(=O)C1=CC=C(C=C1)CC)C1=CC=C(C=C1)CC (bromoacetoxy-1,2-di(4-ethylphenyl)ethanone). Isolated yield 64.8%. As a reaction SMILES: [Br:1][CH2:2][C:3](Cl)=[O:4].[OH:6][CH:7]([C:18]1[CH:23]=[CH:22][C:21]([CH2:24][CH3:25])=[CH:20][CH:19]=1)[C:8]([C:10]1[CH:15]=[CH:14][C:13]([CH2:16][CH3:17])=[CH:12][CH:11]=1)=[O:9].CN1CCOCC1>ClCCl>[Br:1][CH2:2][C:3]([O:9][CH:8]([C:10]1[CH:15]=[CH:14][C:13]([CH2:16][CH3:17])=[CH:12][CH:11]=1)[C:7]([C:18]1[CH:19]=[CH:20][C:21]([CH2:24][CH3:25])=[CH:22][CH:23]=1)=[O:6])=[O:4]. Procedure details: A solution of bromoacetyl chloride (2.00 mL, 24.2 mmol) in anhydrous dichloromethane (20 mL) was added dropwise to a cold (0° C.) mixture of 2-hydroxy-1,2-di-(4-ethylphenyl)ethanone (IX; 6.5 g, 24.2 mmol) and N-methylmorpholine (NMM; 2.7 mL, 24.2 mmol) in anhydrous dichloromethane (180 mL). The mixture was stirred at 0° C. for 1 hour and at ambient temperature for 2 hours before additional 2-hydroxy-1,2-di-(4-ethylphenyl)ethanone (0.5 mL) and NMM (0.6 mL) were added to aid in completeion. After ...